Dataset: the Open Reaction Database (ORD), a public repository of structured organic reaction records. Task: describe an organic reaction: reactants, conditions, products, and yield Starting materials: O=C([O-])[O-], CCOC(=O)C(C)Br, [Cs+], [Cs+], CN(C)C=O, Oc1ccc2ncccc2c1. Product: CCOC(=O)C(C)Oc1ccc2ncccc2c1. Reaction SMILES: [C:20](=[O:21])([O-:22])[O-:23].[CH2:1]([CH3:2])[O:3][C:4]([CH:5]([CH3:6])[Br:7])=[O:8].[Cs+:24].[Cs+:25].[O:26]=[CH:27][N:28]([CH3:29])[CH3:30].[OH:9][c:10]1[cH:11][cH:12][c:13]2[n:14][cH:15][cH:16][cH:17][c:18]2[cH:19]1>>[CH2:1]([CH3:2])[O:3][C:4]([CH:5]([CH3:6])[O:9][c:10]1[cH:11][cH:12][c:13]2[n:14][cH:15][cH:16][cH:17][c:18]2[cH:19]1)=[O:8]. The reactants are NC1=C(C=CC(=C1)[N+](=O)[O-])O (2-amino-4-nitrophenol), C(Cl)Cl (methylene chloride), O (water), C(C)C(C(=O)Cl)CCCC (2-ethylhexanoic acid chloride). Solvent: N1=CC=CC=C1 (pyridine). Conditions: time 1 hour. Yields the product C(C)C(C(=O)NC1=C(C=CC(=C1)[N+](=O)[O-])O)CCCC (2-(2-ethylhexanoylamino)-4-nitrophenol). As a reaction SMILES: [NH2:1][C:2]1[CH:7]=[C:6]([N+:8]([O-:10])=[O:9])[CH:5]=[CH:4][C:3]=1[OH:11].[CH2:12]([CH:14]([CH2:18][CH2:19][CH2:20][CH3:21])[C:15](Cl)=[O:16])[CH3:13].C(Cl)Cl.O>N1C=CC=CC=1>[CH2:12]([CH:14]([CH2:18][CH2:19][CH2:20][CH3:21])[C:15]([NH:1][C:2]1[CH:7]=[C:6]([N+:8]([O-:10])=[O:9])[CH:5]=[CH:4][C:3]=1[OH:11])=[O:16])[CH3:13]. Procedure: 77 g 2-amino-4-nitrophenol were dissolved in 1600 ml pyridine. 81 g 2-ethylhexanoic acid chloride were added at 15 C. over 1 hour and the batch was subsequently heated at 35 C. for 5 hours. 250 ml methylene chloride and 700 ml water were added thereto, and the organic phase was washed with water and dilute hydrochloric acid and dried over Na2SO4, and the solvent was distilled off. The crude product was purified by means of column chromatography (silica gel 60, mobile phase toluene/ethyl acetate ... The reactants are N12CCCC(C(C1)=O)C2 ((±) 1-azabicyclo[3.2.1]octan-6-one), C12(C(=O)CC(CC1)C2(C)C)CS(=O)(=O)O ((−) camphorsulfonic acid). The solvent is O (water). The product is C12(C(=O)CC(CC1)C2(C)C)CS(=O)(=O)O.N21CCC[C@@H](C(C2)=O)C1 ((5R)-1-Azabicyclo[3.2.1]octan-6-one (−) camphorsulfonate). As a reaction SMILES: [N:1]12[CH2:9][CH:5]([C:6](=[O:8])[CH2:7]1)[CH2:4][CH2:3][CH2:2]2.[C:10]12([CH2:20][S:21]([OH:24])(=[O:23])=[O:22])[C:17]([CH3:19])([CH3:18])[CH:14]([CH2:15][CH2:16]1)[CH2:13][C:11]2=[O:12]>O>[C:10]12([CH2:20][S:21]([OH:24])(=[O:22])=[O:23])[C:17]([CH3:19])([CH3:18])[CH:14]([CH2:15][CH2:16]1)[CH2:13][C:11]2=[O:12].[N:1]12[CH2:9][C@H:5]([C:6](=[O:8])[CH2:7]1)[CH2:4][CH2:3][CH2:2]2 |f:3.4|. Procedure details: This compound was made in exactly the same manner as described in example 1 using (±) 1-azabicyclo[3.2.1]octan-6-one and (−) camphorsulfonic acid. M.p. 267-268° C. (decomp.) [α]D=−48° (water).